This data is from the Open Reaction Database (ORD), a public repository of structured organic reaction records. The task is: describe an organic reaction: reactants, conditions, products, and yield The reactants are ClC1=CC=C(C=C1)C(N1CCNCC1)C1=CC=CC=C1 (1-[(4-Chlorophenyl)phenylmethyl]piperazine), C(CCC)N(S(=O)(=O)CCCCCCCl)C (N-n-butyl-N-methyl-6-chlorohexanesulfonamide). Run in C(C)N(C(C)C)C(C)C (N-ethyldiisopropylamine). Product: C(CCC)N(S(=O)(=O)CCCCCCN1CCN(CC1)C(C1=CC=CC=C1)C1=CC=C(C=C1)Cl)C (N-n-butyl-N-methyl-6-[4-[(4-chlorophenyl)phenylmethyl]-1-piperazinyl]hexanesulfonamide). Isolated yield 91.4%. RXN SMILES: [Cl:1][C:2]1[CH:7]=[CH:6][C:5]([CH:8]([C:15]2[CH:20]=[CH:19][CH:18]=[CH:17][CH:16]=2)[N:9]2[CH2:14][CH2:13][NH:12][CH2:11][CH2:10]2)=[CH:4][CH:3]=1.[CH2:21]([N:25]([CH3:36])[S:26]([CH2:29][CH2:30][CH2:31][CH2:32][CH2:33][CH2:34]Cl)(=[O:28])=[O:27])[CH2:22][CH2:23][CH3:24]>C(N(C(C)C)C(C)C)C>[CH2:21]([N:25]([CH3:36])[S:26]([CH2:29][CH2:30][CH2:31][CH2:32][CH2:33][CH2:34][N:12]1[CH2:11][CH2:10][N:9]([CH:8]([C:5]2[CH:4]=[CH:3][C:2]([Cl:1])=[CH:7][CH:6]=2)[C:15]2[CH:16]=[CH:17][CH:18]=[CH:19][CH:20]=2)[CH2:14][CH2:13]1)(=[O:28])=[O:27])[CH2:22][CH2:23][CH3:24]. Procedure details: 1-[(4-Chlorophenyl)phenylmethyl]piperazine (573.6 mg, 2.00 mmol) and N-n-butyl-N-methyl-6-chlorohexanesulfonamide (539.7 mg, 2.00 mmol) were refluxed in N-ethyldiisopropylamine (2 ml) for 6 hours. The reaction mixture was concentrated in vacuo, and water was added thereto. The mixture was extracted with chloroform. The chloroform layer was washed with water, and dried over anhydrous magnesium sulfate. Subsequently, the solvent was removed by evaporation in vacuo. The resulting crude product was ... Starting materials: N1(CCOCC1)S(=O)(=O)C1=C(NC2=CC=C(C=C12)C=C)C(=O)N (3-(Morpholin-4-ylsulfonyl)-5-vinyl-1H-indole-2-carboxamide), I(=O)(=O)(=O)[O-].[Na+] (sodium periodate), C(=O)(O)[O-].[Na+] (NaHCO3), O (water). Reagents/catalysts: [Os](=O)(=O)(=O)=O (osmium tetraoxide). Solvent: CC(=O)C (acetone). Product: C(=O)C=1C=C2C(=C(NC2=CC1)C(=O)N)S(=O)(=O)N1CCOCC1 (5-Formyl-3-(morpholin-4-ylsulfonyl)-1H-indole-2-carboxamide). As a reaction SMILES: [N:1]1([S:7]([C:10]2[C:18]3[C:13](=[CH:14][CH:15]=[C:16]([CH:19]=C)[CH:17]=3)[NH:12][C:11]=2[C:21]([NH2:23])=[O:22])(=[O:9])=[O:8])[CH2:6][CH2:5][O:4][CH2:3][CH2:2]1.I([O-])(=O)(=O)=[O:25].[Na+].O.C([O-])(O)=O.[Na+]>CC(C)=O.[Os](=O)(=O)(=O)=O>[CH:19]([C:16]1[CH:17]=[C:18]2[C:13](=[CH:14][CH:15]=1)[NH:12][C:11]([C:21]([NH2:23])=[O:22])=[C:10]2[S:7]([N:1]1[CH2:2][CH2:3][O:4][CH2:5][CH2:6]1)(=[O:8])=[O:9])=[O:25] |f:1.2,4.5|. Reported procedure: 3-(Morpholin-4-ylsulfonyl)-5-vinyl-1H-indole-2-carboxamide (207 mg, 0.617 mmol, 1.0 equiv), sodium periodate (660 mg, 3.09 mmol, 5.0 equiv) and osmium tetraoxide (16 mg, 0.062 mmol, 0.1 equiv) were dissolved in 18 mL of a 5:1 solution of acetone:water and stirred for 18 hours. The mixture was poured into aqueous saturated NaHCO3 and extracted three times with dichloromethane. The combined organic extracts were dried (Na2SO4), filtered and concentrated in vacuo. The title compound was obtained by... Reactants: FC1=CC=C(C=C1)C(OCCN1CCC(CC1)=COC)C1=CC=C(C=C1)F (1-[2-bis(4-fluorophenyl)methoxyethyl]-4-methoxymethylidenepiperidine), [OH-].[Na+] (sodium hydroxide), Cl (hydrochloric acid), O1CCCC1 (tetrahydrofuran). The solvent is O (water). Run at time 2 hour. Product: FC1=CC=C(C=C1)C(OCCN1CCC(CC1)C=O)C1=CC=C(C=C1)F (1-[2-Bis(4-fluorophenyl)methoxyethyl]-4-piperidinecarbaldehyde). As a reaction SMILES: [F:1][C:2]1[CH:7]=[CH:6][C:5]([CH:8]([C:21]2[CH:26]=[CH:25][C:24]([F:27])=[CH:23][CH:22]=2)[O:9][CH2:10][CH2:11][N:12]2[CH2:17][CH2:16][C:15](=[CH:18][O:19]C)[CH2:14][CH2:13]2)=[CH:4][CH:3]=1.Cl.O1CCCC1.[OH-].[Na+]>O>[F:1][C:2]1[CH:7]=[CH:6][C:5]([CH:8]([C:21]2[CH:26]=[CH:25][C:24]([F:27])=[CH:23][CH:22]=2)[O:9][CH2:10][CH2:11][N:12]2[CH2:17][CH2:16][CH:15]([CH:18]=[O:19])[CH2:14][CH2:13]2)=[CH:4][CH:3]=1 |f:3.4|. Procedure: 420 mg of 1-[2-bis(4-fluorophenyl)methoxyethyl]-4-methoxymethylidenepiperidine (prepared as described in Preparation 5) were added to a mixture of 1.5 ml of 10% w/v aqueous hydrochloric acid and 3 ml of tetrahydrofuran, and the resulting mixture Was then stirred for 2 hours at room temperature. At the end of this time, water was added to the reaction mixture, and it was neutralized by the addition of a 5% w/v aqueous solution of sodium hydroxide and extracted with ethyl acetate. The extract was ... The reactants are [OH-].[K+] (potassium hydroxide), Br.CO[C@H]1[C@@H](NCCC1)CC(C)=O (trans (3-methoxy-2-piperidyl)-2-propanone hydrobromide). The solvent is ice water. Product: CO[C@H]1[C@@H](NCCC1)CC(C)=O (trans (3-methoxy-2-piperidyl)-2-propanone). Isolated yield 99.7%. As a reaction SMILES: [OH-].[K+].Br.[CH3:4][O:5][C@@H:6]1[CH2:11][CH2:10][CH2:9][NH:8][C@H:7]1[CH2:12][C:13](=[O:15])[CH3:14]>>[CH3:4][O:5][C@@H:6]1[CH2:11][CH2:10][CH2:9][NH:8][C@H:7]1[CH2:12][C:13](=[O:15])[CH3:14] |f:0.1,2.3|. Procedure details: 250 g of potassium hydroxide were added to a solution of 500 g of trans (3-methoxy-2-piperidyl)-2-propanone hydrobromide in 500 ml of ice water and the mixture was extracted with methylene chloride. The combined organic phases were dried, treated with 25 g of carbon black and evaporated to dryness under reduced pressure to obtain 338.5 g of trans (3-methoxy-2-piperidyl)-2-propanone in the form of an oil which was used as is for the next step. Reactants: ClCCl, COc1cccc(Sc2cc(-c3ccccc3C)c(N(C)C(=O)C(C)(C)c3cc(C(F)(F)F)cc(C(F)(F)F)c3)cn2)c1, O=C(OO)c1cccc(Cl)c1. The product is COc1cccc(S(=O)c2cc(-c3ccccc3C)c(N(C)C(=O)C(C)(C)c3cc(C(F)(F)F)cc(C(F)(F)F)c3)cn2)c1. As a reaction SMILES: [Cl:55][CH2:56][Cl:57].[F:1][C:2]([c:3]1[cH:4][c:5]([C:13]([C:14](=[O:15])[N:16]([CH3:17])[c:18]2[cH:19][n:20][c:21]([S:31][c:32]3[cH:33][c:34]([O:38][CH3:39])[cH:35][cH:36][cH:37]3)[cH:22][c:23]2-[c:24]2[c:25]([CH3:30])[cH:26][cH:27][cH:28][cH:29]2)([CH3:40])[CH3:41])[cH:6][c:7]([C:9]([F:10])([F:11])[F:12])[cH:8]1)([F:42])[F:43].[OH:44][O:45][C:46]([c:47]1[cH:48][c:49]([Cl:50])[cH:51][cH:52][cH:53]1)=[O:54]>>[F:1][C:2]([c:3]1[cH:4][c:5]([C:13]([C:14](=[O:15])[N:16]([CH3:17])[c:18]2[cH:19][n:20][c:21]([S:31]([c:32]3[cH:33][c:34]([O:38][CH3:39])[cH:35][cH:36][cH:37]3)=[O:44])[cH:22][c:23]2-[c:24]2[c:25]([CH3:30])[cH:26][cH:27][cH:28][cH:29]2)([CH3:40])[CH3:41])[cH:6][c:7]([C:9]([F:10])([F:11])[F:12])[cH:8]1)([F:42])[F:43]. Starting materials: COC(=O)COc1cc(C)c(-c2nc3ccc(C(=O)Nc4ccc5ccccc5n4)cc3[nH]2)c(C)c1, CO, Cl, [Na+], [OH-]. Product: Cc1cc(OCC(=O)O)cc(C)c1-c1nc2ccc(C(=O)Nc3ccc4ccccc4n3)cc2[nH]1. Reaction SMILES: [CH3:1][O:2][C:3]([CH2:4][O:5][c:6]1[cH:7][c:8]([CH3:35])[c:9](-[c:13]2[n:14][c:15]3[c:16]([nH:17]2)[cH:18][c:19]([C:22]([NH:23][c:24]2[n:25][c:26]4[cH:27][cH:28][cH:29][cH:30][c:31]4[cH:32][cH:33]2)=[O:34])[cH:20][cH:21]3)[c:10]([CH3:12])[cH:11]1)=[O:36].[CH3:40][OH:41].[ClH:39].[Na+:38].[OH-:37]>>[O:2]=[C:3]([CH2:4][O:5][c:6]1[cH:7][c:8]([CH3:35])[c:9](-[c:13]2[n:14][c:15]3[c:16]([nH:17]2)[cH:18][c:19]([C:22]([NH:23][c:24]2[n:25][c:26]4[cH:27][cH:28][cH:29][cH:30][c:31]4[cH:32][cH:33]2)=[O:34])[cH:20][cH:21]3)[c:10]([CH3:12])[cH:11]1)[OH:36]. The reactants are COC([C@@H](C)OC1=CC(=C(C=C1)CNC(=O)C=1C(=NC=CC1)OC1=CC=2C(=NSN2)C=C1)F)=O ((R)-2-[4-({[2-(benzo[2,1,3]thiadiazol-5-yloxy)-pyridine-3-carbonyl]-amino}-methyl)-3-fluoro-phenoxy]-propionic acid methyl ester), COC(COC1=CC(=C(C=C1)CNC(=O)C=1C(=NC=CC1)OC1=CC2=C(OCO2)C=C1)F)=O ([4-({[2-(benzo[1,3]dioxol-5-yloxy)-pyridine-3-carbonyl]-amino}-methyl)-3-fluoro-phenoxy]-acetic acid methyl ester). The product is N=1SN=C2C1C=CC(=C2)OC2=NC=CC=C2C(=O)NCC2=C(C=C(O[C@@H](C(=O)O)C)C=C2)F ((R)-2-[4-({[2-(Benzo[2,1,3]thiadiazol-5-yloxy)-pyridine-3-carbonyl]-amino}-methyl)-3-fluoro-phenoxy]-propionic acid). RXN SMILES: C[O:2][C:3](=[O:34])[C@H:4]([O:6][C:7]1[CH:12]=[CH:11][C:10]([CH2:13][NH:14][C:15]([C:17]2[C:18]([O:23][C:24]3[CH:32]=[CH:31][C:27]4=[N:28][S:29][N:30]=[C:26]4[CH:25]=3)=[N:19][CH:20]=[CH:21][CH:22]=2)=[O:16])=[C:9]([F:33])[CH:8]=1)[CH3:5].COC(=O)COC1C=CC(CNC(C2C(OC3C=CC4OCOC=4C=3)=NC=CC=2)=O)=C(F)C=1>>[N:28]1[S:29][N:30]=[C:26]2[CH:25]=[C:24]([O:23][C:18]3[C:17]([C:15]([NH:14][CH2:13][C:10]4[CH:11]=[CH:12][C:7]([O:6][C@H:4]([CH3:5])[C:3]([OH:34])=[O:2])=[CH:8][C:9]=4[F:33])=[O:16])=[CH:22][CH:21]=[CH:20][N:19]=3)[CH:32]=[CH:31][C:27]=12. Procedure details: The compound of Formula (5.5.13) was prepared in a manner analogous to that described in Example 1, substituting (R)-2-[4-({[2-(benzo[2,1,3]thiadiazol-5-yloxy)-pyridine-3-carbonyl]-amino}-methyl)-3-fluoro-phenoxy]-propionic acid methyl ester for the corresponding [4-({[2-(benzo[1,3]dioxol-5-yloxy)-pyridine-3-carbonyl]-amino}-methyl)-3-fluoro-phenoxy]-acetic acid methyl ester material.